This data is from the Open Reaction Database (ORD), a public repository of structured organic reaction records. The task is: describe an organic reaction: reactants, conditions, products, and yield The reactants are [Al+3], CCOCC, Cl, CCOC(=O)C(C)Oc1ccc(Oc2cc(F)cc(F)c2)cc1, [H-], [H-], [H-], [H-], [Li+]. Yields the product CC(CO)Oc1ccc(Oc2cc(F)cc(F)c2)cc1. RXN SMILES: [Al+3:25].[CH3:31][CH2:32][O:33][CH2:34][CH3:35].[ClH:30].[F:1][c:2]1[cH:3][c:4]([O:5][c:6]2[cH:7][cH:8][c:9]([O:10][CH:11]([C:12](=[O:13])[O:14][CH2:15][CH3:16])[CH3:17])[cH:18][cH:19]2)[cH:20][c:21]([F:23])[cH:22]1.[H-:24].[H-:27].[H-:28].[H-:29].[Li+:26]>>[F:1][c:2]1[cH:3][c:4]([O:5][c:6]2[cH:7][cH:8][c:9]([O:10][CH:11]([CH2:12][OH:13])[CH3:17])[cH:18][cH:19]2)[cH:20][c:21]([F:23])[cH:22]1. Reactants: OC1=C(C=C2C(=NC=NC2=C1)N1CCC(CC1)N1C(N(C2=CC=C(C=C2C1=O)C)C)=O)OC (1,2,3,4-Tetrahydro-3-[1-(7-hydroxy-6-methoxy-4-quinazolinyl)-4-piperidinyl]-1,6-dimethyl-2,4-dioxoquinazoline), C(CC)I (propyl iodide). Yields the product COC=1C=C2C(=NC=NC2=CC1OCCC)N1CCC(CC1)N1C(N(C2=CC=C(C=C2C1=O)C)C)=O (1,2,3,4-Tetrahydro-3-[1-(6-methoxy-7-propoxy-4-quinazolinyl)-4-piperidinyl]-1,6-dimethyl-2,4-dioxoquinazoline). RXN SMILES: [OH:1][C:2]1[CH:11]=[C:10]2[C:5]([C:6]([N:12]3[CH2:17][CH2:16][CH:15]([N:18]4[C:27](=[O:28])[C:26]5[C:21](=[CH:22][CH:23]=[C:24]([CH3:29])[CH:25]=5)[N:20]([CH3:30])[C:19]4=[O:31])[CH2:14][CH2:13]3)=[N:7][CH:8]=[N:9]2)=[CH:4][C:3]=1[O:32][CH3:33].[CH2:34](I)[CH2:35][CH3:36]>>[CH3:33][O:32][C:3]1[CH:4]=[C:5]2[C:10](=[CH:11][C:2]=1[O:1][CH2:34][CH2:35][CH3:36])[N:9]=[CH:8][N:7]=[C:6]2[N:12]1[CH2:17][CH2:16][CH:15]([N:18]2[C:27](=[O:28])[C:26]3[C:21](=[CH:22][CH:23]=[C:24]([CH3:29])[CH:25]=3)[N:20]([CH3:30])[C:19]2=[O:31])[CH2:14][CH2:13]1. Procedure details: The procedure similar to that described in Example 1 was repeated, except that 223.5 mg (0.50 mmol) of Compound 89 obtained in Example 79 was used in place of Compound 24 and propyl iodide was used in place of methyl iodide. As a result, a free base of Compound 91 was obtained, which was then converted to the hydrochloride in the similar manner as in Example 41 to give 229.9 mg (yield: 87%) of the hydrochloride of Compound 91 as white crystals. Starting materials: Br, Br, O=C([O-])O, CCO, CS(=O)(=O)Cl, Oc1ccc(N2CCNCC2)cc1, [Na+], O. The product is CS(=O)(=O)N1CCN(c2ccc(O)cc2)CC1. As a reaction SMILES: [BrH:1].[BrH:2].[C:19](=[O:20])([O-:21])[OH:22].[CH3:16][CH2:17][OH:18].[CH3:24][S:25]([Cl:26])(=[O:27])=[O:28].[N:3]1([c:9]2[cH:10][cH:11][c:12]([OH:15])[cH:13][cH:14]2)[CH2:4][CH2:5][NH:6][CH2:7][CH2:8]1.[Na+:23].[OH2:29]>>[N:3]1([c:9]2[cH:10][cH:11][c:12]([OH:15])[cH:13][cH:14]2)[CH2:4][CH2:5][N:6]([S:25]([CH3:24])(=[O:27])=[O:28])[CH2:7][CH2:8]1. Reactants: CC(=O)O[BH-](OC(C)=O)OC(C)=O, CC(=O)O, COC(=O)c1cn(C(=O)OC(C)(C)C)c2nccc(C=O)c12, CC(C)CC(N)C(=O)N1CCCC1, [Na+]. The product is COC(=O)c1cn(C(=O)OC(C)(C)C)c2nccc(CNC(CC(C)C)C(=O)N3CCCC3)c12. As a reaction SMILES: [C:1]([O:2][BH-:3]([O:4][C:5](=[O:6])[CH3:7])[O:8][C:9](=[O:10])[CH3:11])(=[O:12])[CH3:13].[CH3:50][C:51](=[O:52])[OH:53].[CH:28](=[O:29])[c:30]1[c:31]2[c:32]([n:33][cH:34][cH:35]1)[n:36]([C:43](=[O:44])[O:45][C:46]([CH3:47])([CH3:48])[CH3:49])[cH:37][c:38]2[C:39](=[O:40])[O:41][CH3:42].[NH2:15][CH:16]([C:17](=[O:18])[N:19]1[CH2:20][CH2:21][CH2:22][CH2:23]1)[CH2:24][CH:25]([CH3:26])[CH3:27].[Na+:14]>>[NH:15]([CH:16]([C:17](=[O:18])[N:19]1[CH2:20][CH2:21][CH2:22][CH2:23]1)[CH2:24][CH:25]([CH3:26])[CH3:27])[CH2:28][c:30]1[c:31]2[c:32]([n:33][cH:34][cH:35]1)[n:36]([C:43](=[O:44])[O:45][C:46]([CH3:47])([CH3:48])[CH3:49])[cH:37][c:38]2[C:39](=[O:40])[O:41][CH3:42]. Starting materials: C1(=CC=CC=C1)P(C1=CC=CC=C1)C1=CC=CC=C1 (triphenylphosphine), C(CCCCC#C)(=O)O (hept-6-ynoic acid), BrC=1C=C(C=CC1)C1=CSC=2NC(C(=C(C21)O)C#N)=O (3-(3-bromo-phenyl)-4-hydroxy-6-oxo-6,7-dihydro-thieno[2,3-b]pyridine-5-carbonitrile), C(C)NCC (diethylamine), Pd(PPh3)Cl2. The reagents and catalysts are [Cu]I (copper(I) iodide). Solvent: CN(C)C=O (DMF). Reaction conditions: time 5 minute. Yields the product C(#N)C1=C(C2=C(NC1=O)SC=C2C=2C=C(C=CC2)C#CCCCCC(=O)O)O (7-[3-(5-Cyano-4-hydroxy-6-oxo-6,7-dihydro-thieno[2,3-b]pyridin-3-yl)-phenyl]-hept-6-ynoic acid). Reaction SMILES: Br[C:2]1[CH:3]=[C:4]([C:8]2[C:16]3[C:15]([OH:17])=[C:14]([C:18]#[N:19])[C:13](=[O:20])[NH:12][C:11]=3[S:10][CH:9]=2)[CH:5]=[CH:6][CH:7]=1.C(NCC)C.C1(P(C2C=CC=CC=2)C2C=CC=CC=2)C=CC=CC=1.[C:45]([OH:53])(=[O:52])[CH2:46][CH2:47][CH2:48][CH2:49][C:50]#[CH:51]>CN(C=O)C.[Cu]I>[C:18]([C:14]1[C:13](=[O:20])[NH:12][C:11]2[S:10][CH:9]=[C:8]([C:4]3[CH:3]=[C:2]([C:51]#[C:50][CH2:49][CH2:48][CH2:47][CH2:46][C:45]([OH:53])=[O:52])[CH:7]=[CH:6][CH:5]=3)[C:16]=2[C:15]=1[OH:17])#[N:19]. Procedure details: To a solution of 3-(3-bromo-phenyl)-4-hydroxy-6-oxo-6,7-dihydro-thieno[2,3-b]pyridine-5-carbonitrile (50 mg, 0.15 mmol) in 1.5 mL DMF was added diethylamine (0.16 mL, 1.5 mmol), followed by copper(I) iodide (trace), Pd(PPh3)Cl2 (3.5 mg, 0.005 mmol), and triphenylphosphine (12 mg, 0.04 mmol). The resulting mixture was stirred at rt for 5 min, after which hept-6-ynoic acid (63 μL, 0.5 mmol) was added. The reaction was then heated to 120° C. using microwave reactor for 25 min, filtered, concentrate... Starting materials: C[Si](C)(C)C=[N+]=[N-], CO, ClCCl, CNc1nc(C(=O)NCc2ccc(F)cc2)c(O)c2ncccc12. Yields the product CNc1nc(C(=O)NCc2ccc(F)cc2)c(OC)c2ncccc12. RXN SMILES: [CH3:25][Si:26]([CH:27]=[N+:28]=[N-:29])([CH3:30])[CH3:31].[CH3:32][OH:33].[Cl:34][CH2:35][Cl:36].[F:1][c:2]1[cH:3][cH:4][c:5]([CH2:6][NH:7][C:8](=[O:9])[c:10]2[n:11][c:12]([NH:21][CH3:22])[c:13]3[cH:14][cH:15][cH:16][n:17][c:18]3[c:19]2[OH:20])[cH:23][cH:24]1>>[F:1][c:2]1[cH:3][cH:4][c:5]([CH2:6][NH:7][C:8](=[O:9])[c:10]2[n:11][c:12]([NH:21][CH3:22])[c:13]3[cH:14][cH:15][cH:16][n:17][c:18]3[c:19]2[O:20][CH3:25])[cH:23][cH:24]1.